describe an organic reaction: reactants, conditions, products, and yield From a dataset of the Open Reaction Database (ORD), a public repository of structured organic reaction records. The reactants are CC(C)(C)[Si](Cl)(c1ccccc1)c1ccccc1, C1CCOC1, C=CCC(O)CC=C, [H-], [Na+]. The product is C=CCC(CC=C)O[Si](c1ccccc1)(c1ccccc1)C(C)(C)C. RXN SMILES: [C:11]([CH3:12])([CH3:13])([CH3:14])[Si:15]([Cl:16])([c:17]1[cH:18][cH:19][cH:20][cH:21][cH:22]1)[c:23]1[cH:24][cH:25][cH:26][cH:27][cH:28]1.[CH2:29]1[O:30][CH2:31][CH2:32][CH2:33]1.[CH2:3]=[CH:4][CH2:5][CH:6]([CH2:7][CH:8]=[CH2:9])[OH:10].[H-:1].[Na+:2]>>[CH2:3]=[CH:4][CH2:5][CH:6]([CH2:7][CH:8]=[CH2:9])[O:10][Si:15]([C:11]([CH3:12])([CH3:13])[CH3:14])([c:17]1[cH:18][cH:19][cH:20][cH:21][cH:22]1)[c:23]1[cH:24][cH:25][cH:26][cH:27][cH:28]1. As a reaction SMILES: Cl[C:2]1[C:7]([C:8]#[N:9])=[CH:6][N:5]=[C:4]2[C:10]3[CH:16]=[CH:15][CH:14]=[CH:13][C:11]=3[S:12][C:3]=12.C(OCCO)C.[Cl:23][C:24]1[CH:30]=[CH:29][C:27]([NH2:28])=[C:26]([F:31])[CH:25]=1.Cl.N1C=CC=CC=1>>[Cl:23][C:24]1[CH:30]=[CH:29][C:27]([NH:28][C:2]2[C:7]([C:8]#[N:9])=[CH:6][N:5]=[C:4]3[C:10]4[CH:16]=[CH:15][CH:14]=[CH:13][C:11]=4[S:12][C:3]=23)=[C:26]([F:31])[CH:25]=1 |f:3.4|. Yield: 66.0%. Procedure details: A solution of 237 mg (0.97 mmol) of 4-chlorobenzo[4,5]thieno[3,2-b]pyridine-3-carbonitrile in 6 mL of 2-ethoxyethanol containing 0.15 mL (1.36 mmol) of 4-chloro-2-fluoroaniline and 112 mg of pyridine hydrochloride is heated at reflux temperature for 30 hours. The reaction mixture is cooled to room temperature and partitioned between ethyl acetate and saturated sodium bicarbonate. The organic layer is dried over magnesium sulfate, filtered and concentrated in vacuo. Diethyl ether is added to the ... Starting materials: ClC1=C2C(=NC=C1C#N)C1=C(S2)C=CC=C1 (4-chlorobenzo[4,5]thieno[3,2-b]pyridine-3-carbonitrile), C(C)OCCO (2-ethoxyethanol), ClC1=CC(=C(N)C=C1)F (4-chloro-2-fluoroaniline), Cl.N1=CC=CC=C1 (pyridine hydrochloride). Product: ClC1=CC(=C(C=C1)NC1=C2C(=NC=C1C#N)C1=C(S2)C=CC=C1)F (4-(4-Chloro-2-fluorophenylamino)benzo[4,5]thieno[3,2-b]pyridine-3-carbonitrile). Reaction SMILES: [CH3:18][O:19][CH:20]([N:21]([CH3:22])[CH3:23])[O:24][CH3:25].[Cl:1][c:2]1[c:3]([C:9]([CH2:10][c:11]2[nH:12][cH:13][c:14]([CH3:16])[n:15]2)=[O:17])[cH:4][cH:5][c:6]([Cl:8])[cH:7]1>>[Cl:1][c:2]1[c:3]([C:9]([C:10]([c:11]2[nH:12][cH:13][c:14]([CH3:16])[n:15]2)=[CH:20][N:21]([CH3:22])[CH3:23])=[O:17])[cH:4][cH:5][c:6]([Cl:8])[cH:7]1. Reactants: COC(OC)N(C)C, Cc1c[nH]c(CC(=O)c2ccc(Cl)cc2Cl)n1. Yields the product Cc1c[nH]c(C(=CN(C)C)C(=O)c2ccc(Cl)cc2Cl)n1. Starting materials: C(C=C)NCC=C (diallylamine), C(C(C)(C)C)N(C(C(=O)Cl)=O)C(=O)OCC#C (N-neopentyl-N-2-propinyloxycarbonyloxamic acid chloride), O (water). Run in C1(=CC=CC=C1)C (toluene). Product: C(C=C)N(C(C(=O)N(C(=O)OCC#C)CC(C)(C)C)=O)CC=C (N,N-diallyl-N'-neopentyl-N'-2-propinyloxycarbonyl-oxalic acid diamide). Isolated yield 85.8%. As a reaction SMILES: [CH2:1]([NH:4][CH2:5][CH:6]=[CH2:7])[CH:2]=[CH2:3].[CH2:8]([N:13]([C:19]([O:21][CH2:22][C:23]#[CH:24])=[O:20])[C:14](=[O:18])[C:15](Cl)=[O:16])[C:9]([CH3:12])([CH3:11])[CH3:10].O>C1(C)C=CC=CC=1>[CH2:1]([N:4]([CH2:5][CH:6]=[CH2:7])[C:15](=[O:16])[C:14]([N:13]([CH2:8][C:9]([CH3:11])([CH3:10])[CH3:12])[C:19]([O:21][CH2:22][C:23]#[CH:24])=[O:20])=[O:18])[CH:2]=[CH2:3]. Procedure details: 3.88 g (0.4 mole) of diallylamine are added dropwise to 5.35 g (0.02 mole) of 97% pure N-neopentyl-N-2-propinyloxycarbonyloxamic acid chloride in 50 ml of toluene. During this addition, the internal temperature is kept at 20° C. by external cooling with ice. When the dropwise addition has ended, 30 ml of water are added, the organic phase is separated off and the latter is washed twice with water, dried over sodium sulphate and finally concentrated in vacuo. 5.5 g (86% of theory) of N,N-diallyl-... Reactants: C(C)(=O)N\N=C\C1=C(C(=O)OCC)C(=CC=N1)Cl ((E)-ethyl 2-((2-acetylhydrazono)methyl)-4-chloronicotinate), [OH-].[Na+] (NaOH). Run in O1CCOCC1 (dioxane). Reaction conditions: temperature 145 celsius, time 60 minute. Yields the product ClC1=CC=NC2=C1C(NN=C2)=O (4-Chloropyrido[3,2-d]pyridazin-5(6H)-one). The yield is 72.9%. As a reaction SMILES: C([NH:4]/[N:5]=[CH:6]/[C:7]1[N:17]=[CH:16][CH:15]=[C:14]([Cl:18])[C:8]=1[C:9](OCC)=[O:10])(=O)C.[OH-].[Na+]>O1CCOCC1>[Cl:18][C:14]1[C:8]2[C:9](=[O:10])[NH:4][N:5]=[CH:6][C:7]=2[N:17]=[CH:16][CH:15]=1 |f:1.2|. Reported procedure: (E)-ethyl 2-((2-acetylhydrazono)methyl)-4-chloronicotinate (2850 mg, 10.57 mmol) in 15 mL of dioxane was mixed with aq. NaOH (42.3 mg, 1.06 mmol, 2 M). The reaction mixture was stirred in a microwave for 60 min at 145° C. After cooling to room temperature, the solid was filtered off. The solid was dissolved in methanol and the residue was filtered off. The filtrate was concentrated and triturated with EA to give 1.4 g (73.0%) of the title compound as orange brown solid. The reactants are N#Cc1cncc(Br)c1, CC(C)(C)[O-], Cc1ccccc1, CC(C)(C)OC(=O)N1CC2CCNCC21, [Na+], O=C(C=Cc1ccccc1)C=Cc1ccccc1, O=C(C=Cc1ccccc1)C=Cc1ccccc1, O=C(C=Cc1ccccc1)C=Cc1ccccc1, [Pd], [Pd], c1ccc(P(c2ccccc2)c2ccc3ccccc3c2-c2c(P(c3ccccc3)c3ccccc3)ccc3ccccc23)cc1. The product is CC(C)(C)OC(=O)N1CC2CCN(c3cncc(C#N)c3)CC21. RXN SMILES: [C:16](#[N:17])[c:18]1[cH:19][n:20][cH:21][c:22]([Br:24])[cH:23]1.[CH3:71][C:72]([CH3:73])([O-:74])[CH3:75].[CH3:77][c:78]1[cH:79][cH:80][cH:81][cH:82][cH:83]1.[CH:1]12[CH2:2][NH:3][CH2:4][CH2:5][CH:6]1[CH2:7][N:8]2[C:9](=[O:10])[O:11][C:12]([CH3:13])([CH3:14])[CH3:15].[Na+:76].[O:104]=[C:105]([CH:106]=[CH:107][c:108]1[cH:109][cH:110][cH:111][cH:112][cH:113]1)[CH:114]=[CH:115][c:116]1[cH:117][cH:118][cH:119][cH:120][cH:121]1.[O:122]=[C:123]([CH:124]=[CH:125][c:126]1[cH:127][cH:128][cH:129][cH:130][cH:131]1)[CH:132]=[CH:133][c:134]1[cH:135][cH:136][cH:137][cH:138][cH:139]1.[O:86]=[C:87]([CH:88]=[CH:89][c:90]1[cH:91][cH:92][cH:93][cH:94][cH:95]1)[CH:96]=[CH:97][c:98]1[cH:99][cH:100][cH:101][cH:102][cH:103]1.[Pd:84].[Pd:85].[cH:25]1[cH:26][cH:27][c:28]([P:29]([c:30]2[cH:31][cH:32][c:33]3[c:34]([cH:35][cH:36][cH:37][cH:38]3)[c:39]2-[c:40]2[c:41]3[c:42]([cH:43][cH:44][cH:45][cH:46]3)[cH:47][cH:48][c:49]2[P:50]([c:51]2[cH:52][cH:53][cH:54][cH:55][cH:56]2)[c:57]2[cH:58][cH:59][cH:60][cH:61][cH:62]2)[c:63]2[cH:64][cH:65][cH:66][cH:67][cH:68]2)[cH:69][cH:70]1>>[CH:1]12[CH2:2][N:3]([c:22]3[cH:21][n:20][cH:19][c:18]([C:16]#[N:17])[cH:23]3)[CH2:4][CH2:5][CH:6]1[CH2:7][N:8]2[C:9](=[O:10])[O:11][C:12]([CH3:13])([CH3:14])[CH3:15]. Procedure: The title compound was prepared by a procedure similar to that described for E1 starting from (R)-7-chloro-1,2-dimethyl-2,3-dihydroimidazo[1,2-c]pyrimidin-5(1H)-one and (3-fluoro-4-((2-(trifluoromethyl)pyridin-4-yl)oxy)phenyl)methanol. The reactants are E1, ClC=1C=C2N(C(N1)=O)C[C@H](N2C)C ((R)-7-chloro-1,2-dimethyl-2,3-dihydroimidazo[1,2-c]pyrimidin-5(1H)-one), FC=1C=C(C=CC1OC1=CC(=NC=C1)C(F)(F)F)CO ((3-fluoro-4-((2-(trifluoromethyl)pyridin-4-yl)oxy)phenyl)methanol). Reaction SMILES: Cl[C:2]1[CH:3]=[C:4]2[N:11]([CH3:12])[C@H:10]([CH3:13])[CH2:9][N:5]2[C:6](=[O:8])[N:7]=1.[F:14][C:15]1[CH:16]=[C:17]([CH2:32][OH:33])[CH:18]=[CH:19][C:20]=1[O:21][C:22]1[CH:27]=[CH:26][N:25]=[C:24]([C:28]([F:31])([F:30])[F:29])[CH:23]=1>>[F:14][C:15]1[CH:16]=[C:17]([CH:18]=[CH:19][C:20]=1[O:21][C:22]1[CH:27]=[CH:26][N:25]=[C:24]([C:28]([F:31])([F:29])[F:30])[CH:23]=1)[CH2:32][O:33][C:2]1[CH:3]=[C:4]2[N:11]([CH3:12])[C@H:10]([CH3:13])[CH2:9][N:5]2[C:6](=[O:8])[N:7]=1. Product: FC=1C=C(COC=2C=C3N(C(N2)=O)C[C@H](N3C)C)C=CC1OC1=CC(=NC=C1)C(F)(F)F ((R)-7-((3-fluoro-4-((2-(trifluoromethyl)pyridin-4-yl)oxy)benzyl)oxy)-1,2-dimethyl-2,3-dihydroimidazo[1,2-c]pyrimidin-5(1H)-one).